This data is from the Open Reaction Database (ORD), a public repository of structured organic reaction records. The task is: describe an organic reaction: reactants, conditions, products, and yield Starting materials: [BH4-], CCC1(CC)c2c(ccc(OC)c2OC)C(C)=C2c3cc4c(cc3CCN21)OCO4, CO, [Na+]. Yields the product CCC1(CC)c2c(ccc(OC)c2OC)C(C)C2c3cc4c(cc3CCN21)OCO4. As a reaction SMILES: [BH4-:31].[CH2:1]([CH3:2])[C:3]1([CH2:29][CH3:30])[c:4]2[c:5]([O:27][CH3:28])[c:6]([O:25][CH3:26])[cH:7][cH:8][c:9]2[C:10]([CH3:24])=[C:11]2[N:12]1[CH2:13][CH2:14][c:15]1[cH:16][c:17]3[c:18]([cH:19][c:20]12)[O:21][CH2:22][O:23]3.[CH3:33][OH:34].[Na+:32]>>[CH2:1]([CH3:2])[C:3]1([CH2:29][CH3:30])[c:4]2[c:5]([O:27][CH3:28])[c:6]([O:25][CH3:26])[cH:7][cH:8][c:9]2[CH:10]([CH3:24])[CH:11]2[N:12]1[CH2:13][CH2:14][c:15]1[cH:16][c:17]3[c:18]([cH:19][c:20]12)[O:21][CH2:22][O:23]3. Reactants: O1CCOC12CCC(CC2)CO ((1,4-dioxa-spiro[4.5]dec-8-yl)-methanol), C(C=C)Br (allyl bromide). Yields the product C(C=C)OCC1CCC(CC1)=O (4-Allyloxymethyl-cyclohexanone). As a reaction SMILES: [O:1]1[C:5]2([CH2:10][CH2:9][CH:8]([CH2:11][OH:12])[CH2:7][CH2:6]2)OCC1.[CH2:13](Br)[CH:14]=[CH2:15]>>[CH2:15]([O:12][CH2:11][CH:8]1[CH2:7][CH2:6][C:5](=[O:1])[CH2:10][CH2:9]1)[CH:14]=[CH2:13]. Procedure: The title compound was prepared as white solid from reaction of (1,4-dioxa-spiro[4.5]dec-8-yl)-methanol and allyl bromide (Aldrich) followed by de-protection using the procedure described in Example 34. Starting materials: Br, Cl, [Na+], [OH-], O=C(O)c1cc2c(s1)CCNC2. Yields the product c1cc2c(s1)CCNC2. RXN SMILES: [BrH:14].[ClH:1].[Na+:16].[OH-:15].[s:2]1[c:3]([C:11]([OH:12])=[O:13])[cH:4][c:5]2[c:10]1[CH2:9][CH2:8][NH:7][CH2:6]2>>[s:2]1[cH:3][cH:4][c:5]2[c:10]1[CH2:9][CH2:8][NH:7][CH2:6]2. Reactants: dipotassium, CC1=CC(NC(N1)=O)=O (6-methyluracil), ClCCCC(=O)OC (methyl 4-chlorobutyrate). The solvent is CN(C=O)C (dimethylformamide). Product: COC(=O)CCCN1C(=O)N(C(=O)C=C1C)CCCC(=O)OC (1,3-Di-(3'-methoxycarbonyl-n-propyl)-6-methyluracil). RXN SMILES: [CH3:1][C:2]1[NH:7][C:6](=[O:8])[NH:5][C:4](=[O:9])[CH:3]=1.Cl[CH2:11][CH2:12][CH2:13][C:14]([O:16][CH3:17])=[O:15]>CN(C)C=O>[CH3:17][O:16][C:14]([CH2:13][CH2:12][CH2:11][N:7]1[C:2]([CH3:1])=[CH:3][C:4](=[O:9])[N:5]([CH2:11][CH2:12][CH2:13][C:14]([O:16][CH3:17])=[O:15])[C:6]1=[O:8])=[O:15]. Procedure: 40.4 g (0.2 mol) of the dipotassium salt of 6-methyluracil and 57.4 g (0.42 mol) of methyl 4-chlorobutyrate are stirred in 350 ml of dimethylformamide for 10 hours at 125° C. The mixture is filtered and the clear solution is concentrated to dryness, 48.2 g of the desired crude product being obtained as a yellowish semi-solid mass (73.8% of theory).